From a dataset of the Open Reaction Database (ORD), a public repository of structured organic reaction records. describe an organic reaction: reactants, conditions, products, and yield As a reaction SMILES: [Cl:1][C:2]1[CH:10]=[C:9]2[C:5]([C:6]([C:11]([N:13]3[CH2:18][CH2:17][CH:16]([C:19]4[CH:24]=[CH:23][CH:22]=[CH:21][C:20]=4[O:25][CH3:26])[CH2:15][CH2:14]3)=[O:12])=[CH:7][NH:8]2)=[CH:4][CH:3]=1.Cl[CH2:28][CH2:29][NH:30][CH3:31]>>[Cl:1][C:2]1[CH:10]=[C:9]2[C:5]([C:6]([C:11]([N:13]3[CH2:18][CH2:17][CH:16]([C:19]4[CH:24]=[CH:23][CH:22]=[CH:21][C:20]=4[O:25][CH3:26])[CH2:15][CH2:14]3)=[O:12])=[CH:7][N:8]2[CH2:28][CH2:29][NH:30][CH3:31])=[CH:4][CH:3]=1. Yields the product ClC1=CC=C2C(=CN(C2=C1)CCNC)C(=O)N1CCC(CC1)C1=C(C=CC=C1)OC ([6-Chloro-1-(2-methylamino-ethyl)-1H-indol-3-yl]-[4-(2-methoxy-phenyl)-piperidin-1-yl]-methanone). Reported procedure: Following general procedure II, the alkylation of (6-chloro-1H-indol-3-yl)-[4-(2-methoxy-phenyl)-piperidin-1-yl]-methanone (preparation described herein), with (commercially available) (2-chloro-ethyl)-methyl-amine gave the title compound. The reactants are ClC1=CC=C2C(=CNC2=C1)C(=O)N1CCC(CC1)C1=C(C=CC=C1)OC ((6-chloro-1H-indol-3-yl)-[4-(2-methoxy-phenyl)-piperidin-1-yl]-methanone), ClCCNC ((2-chloro-ethyl)-methyl-amine). The reactants are [H-].[Na+] (sodium hydride), CCCCCCCCCCCCS (Dodecylthiol), BrCCCO (3-bromopropanol). The solvent is CN(C=O)C (N,N-dimethylformamide), CN(C=O)C (N,N-dimethylformamide). Run at time 1 hour. Product: C(CCCCCCCCCCC)SCCCO (3-dodecylthiopropanol). The yield is 94.3%. Reaction SMILES: [CH3:1][CH2:2][CH2:3][CH2:4][CH2:5][CH2:6][CH2:7][CH2:8][CH2:9][CH2:10][CH2:11][CH2:12][SH:13].[H-].[Na+].Br[CH2:17][CH2:18][CH2:19][OH:20]>CN(C)C=O>[CH2:12]([S:13][CH2:17][CH2:18][CH2:19][OH:20])[CH2:11][CH2:10][CH2:9][CH2:8][CH2:7][CH2:6][CH2:5][CH2:4][CH2:3][CH2:2][CH3:1] |f:1.2|. Reported procedure: Dodecylthiol (5 g) was dissolved in 50 ml of dry N,N-dimethylformamide and 1 g of 60% sodium hydride was added thereto under ice-cooling. The mixture was stirred at room temperature for 1 hour. Further, a solution of 3.45 g of 3-bromopropanol in 10 ml of dry N,N-dimethylformamide was dropwise added thereto under ice-cooling and the mixture was stirred at room temperature for 3 hours. The reaction mixture was poured into ice, extracted with ether and washed with 1N hydrochloric acid, a saturated ... Reactants: C(C)N1N=CC(=C1C(=O)OC)[N+](=O)[O-] (methyl 1-ethyl-4-nitro-1H-pyrazole-5-carboxylate). The reagents and catalysts are [Pd] (Pd—C). Solvent: CO (MeOH). Run at time 8 hour. Yields the product NC=1C=NN(C1C(=O)OC)CC (Methyl 4-amino-1-ethyl-1H-pyrazole-5-carboxylate). Yield: 96.3%. RXN SMILES: [CH2:1]([N:3]1[C:7]([C:8]([O:10][CH3:11])=[O:9])=[C:6]([N+:12]([O-])=O)[CH:5]=[N:4]1)[CH3:2]>CO.[Pd]>[NH2:12][C:6]1[CH:5]=[N:4][N:3]([CH2:1][CH3:2])[C:7]=1[C:8]([O:10][CH3:11])=[O:9]. Procedure: A mixture of methyl 1-ethyl-4-nitro-1H-pyrazole-5-carboxylate (2.2 g) and 10% Pd—C (0.60 g) in MeOH (30 mL) was hydrogenated under balloon pressure at room temperature overnight. The catalyst was removed by filtration and the filtrate was concentrated under reduced pressure to give the title compound (1.8 g).